This data is from the Open Reaction Database (ORD), a public repository of structured organic reaction records. The task is: describe an organic reaction: reactants, conditions, products, and yield Reactants: ClC1=C2C=C(N(C2=CC=C1C#N)C/C(/NO)=N/[H])CCC ((1Z)-2-(4-chloro-5-cyano-2-propyl-1H-indol-1-yl)-N-hydroxyethanimidamide), CCN(C(C)C)C(C)C (DIEA), C(CC)P1(OP(OP(O1)(=O)CCC)(=O)CCC)=O (T3P), ClC1=C(C(=NN1C)C(F)(F)F)C(=O)O (5-chloro-1-methyl-3-(trifluoromethyl)-1H-pyrazole-4-carboxylic acid). Run in C1CCOC1 (THF). Reaction conditions: time 1 hour. The product is ClC1=C2C=C(N(C2=CC=C1C#N)CC1=NOC(=N1)C=1C(=NN(C1Cl)C)C(F)(F)F)CCC (4-Chloro-1-({5-[5-chloro-1-methyl-3-(trifluoromethyl)-1H-pyrazol-4-yl]-1,2,4-oxadiazol-3-yl}methyl)-2-propyl-1H-indole-5-carbonitrile). Reaction SMILES: [Cl:1][C:2]1[C:10]([C:11]#[N:12])=[CH:9][CH:8]=[C:7]2[C:3]=1[CH:4]=[C:5]([CH2:19][CH2:20][CH3:21])[N:6]2[CH2:13]/[C:14](=[N:17]/[H])/[NH:15][OH:16].C(P1(=O)OP(CCC)(=O)OP(CCC)(=O)O1)CC.[Cl:40][C:41]1[N:45]([CH3:46])[N:44]=[C:43]([C:47]([F:50])([F:49])[F:48])[C:42]=1[C:51](O)=O.CCN(C(C)C)C(C)C>C1COCC1>[Cl:1][C:2]1[C:10]([C:11]#[N:12])=[CH:9][CH:8]=[C:7]2[C:3]=1[CH:4]=[C:5]([CH2:19][CH2:20][CH3:21])[N:6]2[CH2:13][C:14]1[N:17]=[C:51]([C:42]2[C:43]([C:47]([F:50])([F:48])[F:49])=[N:44][N:45]([CH3:46])[C:41]=2[Cl:40])[O:16][N:15]=1. Procedure details: Synthesized as described in Example 32A and Example 33 using (1Z)-2-(4-chloro-5-cyano-2-propyl-1H-indol-1-yl)-N-hydroxyethanimidamide (0.030 g, 0.1 mmol) in anhydrous THF (5 mL) with propanephosphonic acid cyclic anhydride (T3P) (0.034 g, 0.12 mmol), 5-chloro-1-methyl-3-(trifluoromethyl)-1H-pyrazole-4-carboxylic acid (0.023 g, 0.1 mmol) and DIEA (0.016 g, 0.12 mmol) and stirred at rt for 1 h and then heated at 120° C. for 2 h in the microwave: 1H NMR (400 MHz, CDCl3) δ 7.88 (d, J=8.6 Hz, 1 H), 7... Reactants: CN1N=C(C=C1CO)C1=CC=C(C=C1)OC(F)(F)F ([2-methyl-5-(4-trifluoromethoxy-phenyl)-2H-pyrazol-3-yl]-methanol), S(=O)(Cl)Cl (thionyl chloride). The solvent is C(Cl)(Cl)Cl (chloroform). Product: ClCC1=CC(=NN1C)C1=CC=C(C=C1)OC(F)(F)F (5-chloromethyl-1-methyl-3-(4-trifluoromethoxy-phenyl)-1H-pyrazole). RXN SMILES: [CH3:1][N:2]1[C:6]([CH2:7]O)=[CH:5][C:4]([C:9]2[CH:14]=[CH:13][C:12]([O:15][C:16]([F:19])([F:18])[F:17])=[CH:11][CH:10]=2)=[N:3]1.S(Cl)([Cl:22])=O>C(Cl)(Cl)Cl>[Cl:22][CH2:7][C:6]1[N:2]([CH3:1])[N:3]=[C:4]([C:9]2[CH:14]=[CH:13][C:12]([O:15][C:16]([F:19])([F:18])[F:17])=[CH:11][CH:10]=2)[CH:5]=1. Procedure: In analogy to the procedure described for example 1 b], [2-methyl-5-(4-trifluoromethoxy-phenyl)-2H-pyrazol-3-yl]-methanol (example 11 d]) was reacted with thionyl chloride in chloroform to yield 5-chloromethyl-1-methyl-3-(4-trifluoromethoxy-phenyl)-1H-pyrazole as colorless oil.